From a dataset of the Open Reaction Database (ORD), a public repository of structured organic reaction records. describe an organic reaction: reactants, conditions, products, and yield Reactants: Cc1ccccc1, CCCC[Sn](CCCC)(CCCC)c1nccnc1F, CSc1nc(C)nc(I)n1, c1ccc(P(c2ccccc2)(c2ccccc2)[Pd](P(c2ccccc2)(c2ccccc2)c2ccccc2)(P(c2ccccc2)(c2ccccc2)c2ccccc2)P(c2ccccc2)(c2ccccc2)c2ccccc2)cc1. The product is CSc1nc(C)nc(-c2nccnc2F)n1. RXN SMILES: [CH3:31][c:32]1[cH:33][cH:34][cH:35][cH:36][cH:37]1.[F:11][c:12]1[n:13][cH:14][cH:15][n:16][c:17]1[Sn:18]([CH2:19][CH2:20][CH2:21][CH3:22])([CH2:23][CH2:24][CH2:25][CH3:26])[CH2:27][CH2:28][CH2:29][CH3:30].[I:1][c:2]1[n:3][c:4]([S:9][CH3:10])[n:5][c:6]([CH3:8])[n:7]1.[cH:38]1[cH:39][cH:40][c:41]([P:42]([Pd:43]([P:44]([c:45]2[cH:46][cH:47][cH:48][cH:49][cH:50]2)([c:51]2[cH:52][cH:53][cH:54][cH:55][cH:56]2)[c:57]2[cH:58][cH:59][cH:60][cH:61][cH:62]2)([P:63]([c:64]2[cH:65][cH:66][cH:67][cH:68][cH:69]2)([c:70]2[cH:71][cH:72][cH:73][cH:74][cH:75]2)[c:76]2[cH:77][cH:78][cH:79][cH:80][cH:81]2)[P:82]([c:83]2[cH:84][cH:85][cH:86][cH:87][cH:88]2)([c:89]2[cH:90][cH:91][cH:92][cH:93][cH:94]2)[c:95]2[cH:96][cH:97][cH:98][cH:99][cH:100]2)([c:101]2[cH:102][cH:103][cH:104][cH:105][cH:106]2)[c:107]2[cH:108][cH:109][cH:110][cH:111][cH:112]2)[cH:113][cH:114]1>>[c:2]1(-[c:17]2[c:12]([F:11])[n:13][cH:14][cH:15][n:16]2)[n:3][c:4]([S:9][CH3:10])[n:5][c:6]([CH3:8])[n:7]1. The product is CC1CN(c2ccc(C(=O)Nc3ccc(Cl)c(-c4ccccn4)c3)cn2)CC(C)O1. Reaction SMILES: [CH3:24][CH:25]1[O:26][CH:27]([CH3:31])[CH2:28][NH:29][CH2:30]1.[Cl:1][c:2]1[n:3][cH:4][c:5]([C:6](=[O:7])[NH:8][c:9]2[cH:10][c:11](-[c:16]3[n:17][cH:18][cH:19][cH:20][cH:21]3)[c:12]([Cl:15])[cH:13][cH:14]2)[cH:22][cH:23]1>>[c:2]1([N:29]2[CH2:28][CH:27]([CH3:31])[O:26][CH:25]([CH3:24])[CH2:30]2)[n:3][cH:4][c:5]([C:6](=[O:7])[NH:8][c:9]2[cH:10][c:11](-[c:16]3[n:17][cH:18][cH:19][cH:20][cH:21]3)[c:12]([Cl:15])[cH:13][cH:14]2)[cH:22][cH:23]1. Reactants: CC1CNCC(C)O1, O=C(Nc1ccc(Cl)c(-c2ccccn2)c1)c1ccc(Cl)nc1. Reactants: O (water), C(=O)C1=NN=C(C2=C(C1)C=C1C(=C2)OCO1)C1=CC(=C(C=C1)[N+](=O)[O-])C (8-formyl-5-(3-methyl-4-nitro-phenyl)-9H-1,3-dioxolo[4,5-h][2,3]benzodiazepine), O (water), [OH-].[Na+] (sodium hydroxide), O (water). The reagents and catalysts are [N+](=O)([O-])[O-].[Ag+] (silver(I)nitrate). The solvent is O1CCCC1 (tetrahydrofurane). Run at time 10 minute. Product: CC=1C=C(C=CC1[N+](=O)[O-])C1=NN=C(CC2=C1C=C1C(=C2)OCO1)C(=O)O (5-(3-methyl-4-nitro-phenyl)-9H-1,3-dioxolo[4.5-h][2,3]benzodiazepine-8-carboxylic acid). The yield is 71.0%. As a reaction SMILES: [OH2:1].[OH-].[Na+].[CH:4]([C:6]1[CH2:12][C:11]2[CH:13]=[C:14]3[O:19][CH2:18][O:17][C:15]3=[CH:16][C:10]=2[C:9]([C:20]2[CH:25]=[CH:24][C:23]([N+:26]([O-:28])=[O:27])=[C:22]([CH3:29])[CH:21]=2)=[N:8][N:7]=1)=[O:5]>O1CCCC1.[N+]([O-])([O-])=O.[Ag+]>[CH3:29][C:22]1[CH:21]=[C:20]([C:9]2[C:10]3[CH:16]=[C:15]4[O:17][CH2:18][O:19][C:14]4=[CH:13][C:11]=3[CH2:12][C:6]([C:4]([OH:1])=[O:5])=[N:7][N:8]=2)[CH:25]=[CH:24][C:23]=1[N+:26]([O-:28])=[O:27] |f:1.2,5.6|. Reported procedure: To a solution of 3.40 g (20.0 millimoles) of silver(I)nitrate and 25 ml of water a solution of 1.60 g (4.0 millimoles) of sodium hydroxide and 25 ml of water is added. The mixture is stirred for 10 minutes, diluted with 50 ml of tetrahydrofurane and 3.51 g (10.0 millimoles) of 8-formyl-5-(3-methyl-4-nitro-phenyl)-9H-1,3-dioxolo[4,5-h][2,3]benzodiazepine are added under cooling with icecold water. The reaction mixture is stirred at room temperature for 5 hours, filtered on a coal-bed and washed w... Reactants: O=C=Nc1ccc(S)cc1, c1ccccc1, OCc1cccnc1. The product is O=C(Nc1ccc(S)cc1)OCc1cccnc1. Reaction SMILES: [SH:1][c:2]1[cH:3][cH:4][c:5]([N:8]=[C:9]=[O:10])[cH:6][cH:7]1.[cH:19]1[cH:20][cH:21][cH:22][cH:23][cH:24]1.[n:11]1[cH:12][c:13]([CH2:17][OH:18])[cH:14][cH:15][cH:16]1>>[SH:1][c:2]1[cH:3][cH:4][c:5]([NH:8][C:9](=[O:10])[O:18][CH2:17][c:13]2[cH:12][n:11][cH:16][cH:15][cH:14]2)[cH:6][cH:7]1. Reactants: IC1=C(C(=O)O)C(=C(C(=C1C(=O)NC(CO)(CO)CO)I)NC(COC)=O)I (2,4,6-Triiodo-5-methoxyacetamido-N-[tris(hydroxymethyl)methyl]isophthalamic acid), [OH-].[Na+] (NaOH). Product: IC1=C(C(=O)[O-])C(=C(C(=C1C(=O)NC(CO)(CO)CO)I)NC(COC)=O)I.[Na+] (Sodium 2,4,6-triiodo-5-methoxyacetamido-N-[tris(hydroxymethyl)methyl]isophthalamate). RXN SMILES: [I:1][C:2]1[C:10]([C:11]([NH:13][C:14]([CH2:19][OH:20])([CH2:17][OH:18])[CH2:15][OH:16])=[O:12])=[C:9]([I:21])[C:8]([NH:22][C:23](=[O:27])[CH2:24][O:25][CH3:26])=[C:7]([I:28])[C:3]=1[C:4]([OH:6])=[O:5].[OH-].[Na+:30]>>[I:1][C:2]1[C:10]([C:11]([NH:13][C:14]([CH2:15][OH:16])([CH2:19][OH:20])[CH2:17][OH:18])=[O:12])=[C:9]([I:21])[C:8]([NH:22][C:23](=[O:27])[CH2:24][O:25][CH3:26])=[C:7]([I:28])[C:3]=1[C:4]([O-:6])=[O:5].[Na+:30] |f:1.2,3.4|. Reported procedure: 2,4,6-Triiodo-5-methoxyacetamido-N-[tris(hydroxymethyl)methyl]isophthalamic acid (2.03 g.) was dissolved in a stoichiometric quantity of 0.1032 N NaOH. The solution was evaporated under reduced pressure at 60° C. and the residual sodium salt was dried at 45° C. overnight. The solubility of this sodium salt in water at 25° C. is approximately 67.4% (w/v).